Dataset: the Open Reaction Database (ORD), a public repository of structured organic reaction records. Task: describe an organic reaction: reactants, conditions, products, and yield Reactants: CCOC(=O)N1CCN(C2Cc3cc(C)ccc3Sc3ccccc32)CC1, [K+], [OH-], O, OCCO. Yields the product Cc1ccc2c(c1)CC(N1CCNCC1)c1ccccc1S2. RXN SMILES: [C:1]([O:2][CH2:3][CH3:4])(=[O:5])[N:6]1[CH2:7][CH2:8][N:9]([CH:12]2[CH2:13][c:14]3[c:15]([cH:23][cH:24][c:25]([CH3:27])[cH:26]3)[S:16][c:17]3[c:18]2[cH:19][cH:20][cH:21][cH:22]3)[CH2:10][CH2:11]1.[K+:33].[OH-:32].[OH2:34].[OH:28][CH2:29][CH2:30][OH:31]>>[NH:6]1[CH2:7][CH2:8][N:9]([CH:12]2[CH2:13][c:14]3[c:15]([cH:23][cH:24][c:25]([CH3:27])[cH:26]3)[S:16][c:17]3[c:18]2[cH:19][cH:20][cH:21][cH:22]3)[CH2:10][CH2:11]1. Starting materials: O=C(O)c1ccc(C(F)(F)F)cn1, Cc1ccc(Oc2ccc(N)cc2)cc1. Reagents/catalysts: C1CCC(CC1)N=C=NC2CCCCC2 (DCC), CN1CCOCC1 (NMM), C1=CC=C2C(=C1)C(=O)N(C2=O)O (N-Hydroxyphthalimide). The solvent is CN(C)C=O (DMF), CN(C)C=O (DMF), CN(C)C=O (DMF), CN(C)C=O (DMF), CN(C)C=O (DMF), CN(C)C=O (DMF). Reaction conditions: temperature 25 celsius, time 2 hour. Yields the product Cc1ccc(Oc2ccc(NC(=O)c3ccc(C(F)(F)F)cn3)cc2)cc1. Isolated yield 42.2%. As a reaction SMILES: Cc1ccc(Oc2ccc(N)cc2)cc1.O=C(O)c1ccc(C(F)(F)F)cn1.C1CCC(CC1)N=C=NC2CCCCC2.C1=CC=C2C(=C1)C(=O)N(C2=O)O.CN1CCOCC1.CN(C)C=O>>Cc1ccc(Oc2ccc(NC(=O)c3ccc(C(F)(F)F)cn3)cc2)cc1. The reactants are COC1=C(C=CC=C1)[Mg]Br (2-Methoxyphenylmagnesium bromide), C(C1=CC=CC=C1)(C1=CC=CC=C1)N1CC(C1)=O (1-benzhydryl-azetidin-3-one). Solvent: O1CCCC1 (tetrahydrofuran). Reaction conditions: temperature -78 celsius, time 15 minute. The product is C(C1=CC=CC=C1)(C1=CC=CC=C1)N1CC(C1)(O)C1=C(C=CC=C1)OC (1-Benzhydryl-3-(2-methoxyphenyl)-3-azetidinol). RXN SMILES: [CH3:1][O:2][C:3]1[CH:8]=[CH:7][CH:6]=[CH:5][C:4]=1[Mg]Br.[CH:11]([N:24]1[CH2:27][C:26](=[O:28])[CH2:25]1)([C:18]1[CH:23]=[CH:22][CH:21]=[CH:20][CH:19]=1)[C:12]1[CH:17]=[CH:16][CH:15]=[CH:14][CH:13]=1>O1CCCC1>[CH:11]([N:24]1[CH2:27][C:26]([C:4]2[CH:5]=[CH:6][CH:7]=[CH:8][C:3]=2[O:2][CH3:1])([OH:28])[CH2:25]1)([C:18]1[CH:23]=[CH:22][CH:21]=[CH:20][CH:19]=1)[C:12]1[CH:13]=[CH:14][CH:15]=[CH:16][CH:17]=1. Procedure: 2-Methoxyphenylmagnesium bromide (5.9 ml, 1M solution in tetrahydrofuran, 5.9 mmol) was added to a cooled (−78° C.) solution of 1-benzhydryl-azetidin-3-one (WO 9412181) (1 g, 4.2 mmol) in tetrahydrofuran (20 ml), and the reaction stirred at −78° C. for 15 minutes, then allowed to warm to room temperature over 30 minutes. The mixture was partitioned between water (100 ml) and ethyl acetate (100 ml), the layers separated, and the aqueus phase extracted with ethyl acetate (100 ml). The combined org... Starting materials: Br, Br, CCn1cc(C(=O)O)c(=O)c2cc(F)c(F)c(F)c21, CC#N, C1CCC2=NCCCN2CC1, c1ccc(CN2CC3CC2CN3)cc1. Yields the product CCn1cc(C(=O)O)c(=O)c2cc(F)c(N3CC4CC3CN4Cc3ccccc3)c(F)c21. As a reaction SMILES: [BrH:20].[BrH:21].[CH2:1]([CH3:2])[n:3]1[cH:4][c:5]([C:17](=[O:18])[OH:19])[c:6](=[O:16])[c:7]2[cH:8][c:9]([F:15])[c:10]([F:14])[c:11]([F:13])[c:12]12.[CH3:47][C:48]#[N:49].[N:36]12[CH2:37][CH2:38][CH2:39][N:40]=[C:41]1[CH2:42][CH2:43][CH2:44][CH2:45][CH2:46]2.[c:22]1([CH2:28][N:29]2[CH:30]3[CH2:31][NH:32][CH:33]([CH2:34]2)[CH2:35]3)[cH:23][cH:24][cH:25][cH:26][cH:27]1>>[CH2:1]([CH3:2])[n:3]1[cH:4][c:5]([C:17](=[O:18])[OH:19])[c:6](=[O:16])[c:7]2[cH:8][c:9]([F:15])[c:10]([N:32]3[CH2:31][CH:30]4[N:29]([CH2:28][c:22]5[cH:23][cH:24][cH:25][cH:26][cH:27]5)[CH2:34][CH:33]3[CH2:35]4)[c:11]([F:13])[c:12]12. Starting materials: CCOC(C)=O, [H][H], O=C(COc1ccc([N+](=O)[O-])cc1)OCCO. Yields the product Nc1ccc(OCC(=O)OCCO)cc1. As a reaction SMILES: [CH3:20][CH2:21][O:22][C:23](=[O:24])[CH3:25].[H:18][H:19].[OH:1][CH2:2][CH2:3][O:4][C:5]([CH2:6][O:7][c:8]1[cH:9][cH:10][c:11]([N+:14]([O-:15])=[O:16])[cH:12][cH:13]1)=[O:17]>>[OH:1][CH2:2][CH2:3][O:4][C:5]([CH2:6][O:7][c:8]1[cH:9][cH:10][c:11]([NH2:14])[cH:12][cH:13]1)=[O:17].